From a dataset of the Open Reaction Database (ORD), a public repository of structured organic reaction records. describe an organic reaction: reactants, conditions, products, and yield Starting materials: NC=1C=C(C=CC1F)C#CC=1C=NC=C(C#N)C1 (5-(3-amino-4-fluorophenylethynyl)-nicotinonitrile), C(C)(=O)Cl (acetyl chloride). Solvent: N1=CC=CC=C1 (pyridine), O (water), O1CCCC1 (tetrahydrofuran). Run at time 8 hour. Yields the product C(#N)C=1C=C(C=NC1)C#CC=1C=CC(=C(C1)NC(C)=O)F (N-[5-(5-Cyanopyridin-3-ylethynyl)-2-fluorophenyl]-acetamide). Isolated yield 80.6%. RXN SMILES: [NH2:1][C:2]1[CH:3]=[C:4]([C:9]#[C:10][C:11]2[CH:12]=[N:13][CH:14]=[C:15]([CH:18]=2)[C:16]#[N:17])[CH:5]=[CH:6][C:7]=1[F:8].[C:19](Cl)(=[O:21])[CH3:20]>N1C=CC=CC=1.O1CCCC1.O>[C:16]([C:15]1[CH:18]=[C:11]([C:10]#[C:9][C:4]2[CH:5]=[CH:6][C:7]([F:8])=[C:2]([NH:1][C:19](=[O:21])[CH3:20])[CH:3]=2)[CH:12]=[N:13][CH:14]=1)#[N:17]. Reported procedure: Dissolve 5-(3-amino-4-fluorophenylethynyl)-nicotinonitrile, (prepared as described in EXAMPLE 160), (0.2 g, 0.8 mmol) in anhydrous pyridine. A solution of acetyl chloride (0.07 g, 0.88 mmol) in tetrahydrofuran is added to the reaction and stirred overnight at room temperature. Concentrate and dissolve the crude reaction in ethyl acetate and water. Wash the organic layer with water, an aqueous saturated solution of sodium chloride, dry (potassium carbonate), filter, concentrate and purify (silica... The reactants are N1(CCOCC1)C=1N=C(NC(C1)=O)CC(=O)[O-].[Na+] (sodium [4-(morpholin-4-yl)-6-oxo-1,6-dihydropyrimidin-2-yl]acetate), NC=1C=C(C=CC1)O (3-aminophenol). Yields the product OC=1C=C(C=CC1)NC(CC=1NC(C=C(N1)N1CCOCC1)=O)=O (N-(3-hydroxyphenyl)-2-[4-(morpholin-4-yl)-6-oxo-1,6-dihydropyrimidin-2-yl]acetamide). Yield: 66.4%. As a reaction SMILES: [N:1]1([C:7]2[N:8]=[C:9]([CH2:14][C:15]([O-:17])=O)[NH:10][C:11](=[O:13])[CH:12]=2)[CH2:6][CH2:5][O:4][CH2:3][CH2:2]1.[Na+].[NH2:19][C:20]1[CH:21]=[C:22]([OH:26])[CH:23]=[CH:24][CH:25]=1>>[OH:26][C:22]1[CH:21]=[C:20]([NH:19][C:15](=[O:17])[CH2:14][C:9]2[NH:10][C:11](=[O:13])[CH:12]=[C:7]([N:1]3[CH2:2][CH2:3][O:4][CH2:5][CH2:6]3)[N:8]=2)[CH:25]=[CH:24][CH:23]=1 |f:0.1|. Procedure details: The product is prepared according to the procedure described in Example 5, using 250 mg of sodium [4-(morpholin-4-yl)-6-oxo-1,6-dihydropyrimidin-2-yl]acetate and 418 mg of 3-aminophenol in place of the 2,4-difluoroaniline. 210 mg of N-(3-hydroxyphenyl)-2-[4-(morpholin-4-yl)-6-oxo-1,6-dihydropyrimidin-2-yl]acetamide are obtained in the form of a pinkish solid, the characteristics of which are the following: The reactants are CC(=O)Nc1ccc(Br)cc1[N+](=O)[O-], COCCOC, [Na+], [OH-]. The product is Nc1ccc(Br)cc1[N+](=O)[O-]. Reaction SMILES: [C:1](=[O:2])([CH3:3])[NH:4][c:5]1[c:6]([N+:12](=[O:13])[O-:14])[cH:7][c:8]([Br:11])[cH:9][cH:10]1.[CH2:17]([CH2:18][O:19][CH3:20])[O:21][CH3:22].[Na+:16].[OH-:15]>>[NH2:4][c:5]1[c:6]([N+:12](=[O:13])[O-:14])[cH:7][c:8]([Br:11])[cH:9][cH:10]1. Reactants: CO (methanol), Cl (hydrochloric acid), Cl.Cl.C(CCCCCCC)NC(=N)NC(=N)NCCCCCC (N1-octyl-N5-hexyl-biguanide dihydrochloride), CC(=O)C (acetone). Yields the product C(C)(=O)O.C(CCCCCCC)NC=1NC(=NC(N1)(C)C)NCCCCCC (4-Octylamino-3,6-dihydro-6,6-dimethyl-2-hexylamino-1,3,5-triazine acetate). As a reaction SMILES: C[OH:2].Cl.Cl.Cl.[CH2:6]([NH:14][C:15]([NH:17][C:18]([NH:20][CH2:21][CH2:22][CH2:23][CH2:24][CH2:25][CH3:26])=[NH:19])=[NH:16])[CH2:7][CH2:8][CH2:9][CH2:10][CH2:11][CH2:12][CH3:13].[CH3:27][C:28]([CH3:30])=[O:29]>>[C:28]([OH:2])(=[O:29])[CH3:30].[CH2:6]([NH:14][C:15]1[NH:17][C:18]([NH:20][CH2:21][CH2:22][CH2:23][CH2:24][CH2:25][CH3:26])=[N:19][C:28]([CH3:30])([CH3:27])[N:16]=1)[CH2:7][CH2:8][CH2:9][CH2:10][CH2:11][CH2:12][CH3:13] |f:2.3.4,6.7|. Procedure details: 120 ml of methanol, 100 ml of acetone and 0.7 ml of concentrated hydrochloric acid were added to 10.0 g (27.0 mmol) of N1-octyl-N5-hexyl-biguanide dihydrochloride. The mixture was refluxed for 40 hours, and the solvent was distilled off under reduced pressure. To half amount of the residue were added 70 ml of ethanol, 46 ml of water and 6 ml of 5N sodium hydroxide, and the mixture was refluxed for 1 hour, concentrated under reduced pressure, and extracted with ethyl acetate. The extract was wash... Reactants: C=C(C(=O)OC)c1ccnc2ccc(OC)nc12, CN=C(NC)N(C)C, CC(C)(C)OC(=O)NC1CCNCC1, CN(C)C=O. Product: COC(=O)C(CN1CCC(NC(=O)OC(C)(C)C)CC1)c1ccnc2ccc(OC)nc12. Reaction SMILES: [CH3:1][O:2][c:3]1[n:4][c:5]2[c:6]([C:13]([C:14](=[O:15])[O:16][CH3:17])=[CH2:18])[cH:7][cH:8][n:9][c:10]2[cH:11][cH:12]1.[CH3:38][NH:39][C:40](=[N:41][CH3:42])[N:43]([CH3:44])[CH3:45].[NH:19]1[CH2:20][CH2:21][CH:22]([NH:25][C:26]([O:27][C:28]([CH3:29])([CH3:30])[CH3:31])=[O:32])[CH2:23][CH2:24]1.[O:33]=[CH:34][N:35]([CH3:36])[CH3:37]>>[CH3:1][O:2][c:3]1[n:4][c:5]2[c:6]([CH:13]([C:14](=[O:15])[O:16][CH3:17])[CH2:18][N:19]3[CH2:20][CH2:21][CH:22]([NH:25][C:26]([O:27][C:28]([CH3:29])([CH3:30])[CH3:31])=[O:32])[CH2:23][CH2:24]3)[cH:7][cH:8][n:9][c:10]2[cH:11][cH:12]1. Reactants: C(C)(C)(C)OC(C(C(=O)C)OC(C)=O)=O (Tert-butyl-2-acetoxy-acetoacetate), [H-].[Na+] (NaH), C(CC)Br (propylbromide). Solvent: CN(C)C=O (DMF). Product: C(C)(C)(C)OC(C(CCC)(C(C)=O)OC(C)=O)=O (2-acetoxy-2-acetyl-pentanoic-acid-tert-butylester). Isolated yield 70.5%. RXN SMILES: [C:1]([O:5][C:6](=[O:15])[CH:7]([O:11][C:12](=[O:14])[CH3:13])[C:8]([CH3:10])=[O:9])([CH3:4])([CH3:3])[CH3:2].[H-].[Na+].[CH2:18](Br)[CH2:19][CH3:20]>CN(C=O)C>[C:1]([O:5][C:6](=[O:15])[C:7]([O:11][C:12](=[O:14])[CH3:13])([C:8](=[O:9])[CH3:10])[CH2:18][CH2:19][CH3:20])([CH3:2])([CH3:3])[CH3:4] |f:1.2|. Reported procedure: According to the general alkylation method, tert-butyl-2-acetoxy-aceto-acetate (219a) (7.12 g, 32.9 mmol), NaH (900 mg, 37.5 mmol) and propylbromide (4.05 g, 32.9 mmol) were reacted in DMF (64 mL) to give 2-acetoxy-2-acetyl-pentanoic-acid-tert-butylester (250h) (6.00 g, 23.2 mmol, 71%) as a slightly yellow oil after Kugelrohr distillation at 160° C. and 1.0 mbar. Then, 250h (6.00 g, 23.2 mmol) and 393 mg (2.07 mmol) p-TsOH.H2O were stirred in 60 mL benzene according to decarboxylation method A. ... Solvent: C(C)O (ethanol). Reported procedure: In 30 ml of ethanol and 20 ml of a 1M sodium hydroxide aqueous solution, 2.9 g of ethyl 2-methylpyrimidine-5-carboxylate was stirred for 2 hours. The solvent was removed by evaporation and an appropriate amount of water and diethyl ether were added thereto, followed by liquid-separating operation. The resulting aqueous layer was made weakly acidic with a 1M hydrochloric acid aqueous solution and then the resulting crystals were collected by filtration, washed with water, and then dried to obtain... Reaction SMILES: [OH-].[Na+].[CH3:3][C:4]1[N:9]=[CH:8][C:7]([C:10]([O:12]CC)=[O:11])=[CH:6][N:5]=1>C(O)C>[CH3:3][C:4]1[N:9]=[CH:8][C:7]([C:10]([OH:12])=[O:11])=[CH:6][N:5]=1 |f:0.1|. The product is CC1=NC=C(C=N1)C(=O)O (2-Methylpyrimidine-5-carboxylic acid). The yield is 78.8%. Starting materials: [OH-].[Na+] (sodium hydroxide), CC1=NC=C(C=N1)C(=O)OCC (ethyl 2-methylpyrimidine-5-carboxylate). The reactants are FC(C(C[C@H](C(C)(C)C)NC1=NC(=NC=C1F)C1=CN(C2=NC=C(C=C21)F)S(=O)(=O)C2=CC=C(C)C=C2)O)(F)F ((4R)-1,1,1-trifluoro-4-((5-fluoro-2-(5-fluoro-1-tosyl-1H-pyrrolo[2,3-b]pyridin-3-yl)pyrimidin-4-yl)amino)-5,5-dimethylhexan-2-ol), FC(C(C[C@H](C(C)(C)C)NC1=NC(=NC=C1F)C1=CN(C2=NC=C(C=C21)F)S(=O)(=O)C2=CC=C(C)C=C2)O)(F)F ((4R)-1,1,1-trifluoro-4-((5-fluoro-2-(5-fluoro-1-tosyl-1H-pyrrolo[2,3-b]pyridin-3-yl)pyrimidin-4-yl)amino)-5,5-dimethylhexan-2-ol), C[O-].[Na+] (NaOMe), C(=O)(O)[O-].[Na+] (NaHCO3). Run in CCOC(=O)C (EtOAc). Conditions: time 5 minute. Yields the product FC(C(C[C@H](C(C)(C)C)NC1=NC(=NC=C1F)C1=CNC2=NC=C(C=C21)F)O)(F)F ((4R)-1,1,1-trifluoro-4-((5-fluoro-2-(5-fluoro-1H-pyrrolo[2,3-b]pyridin-3-yl)pyrimidin-4-yl)amino)-5,5-dimethylhexan-2-ol). RXN SMILES: [F:1][C:2]([F:40])([F:39])[CH:3]([OH:38])[CH2:4][C@@H:5]([NH:10][C:11]1[C:16]([F:17])=[CH:15][N:14]=[C:13]([C:18]2[C:26]3[C:21](=[N:22][CH:23]=[C:24]([F:27])[CH:25]=3)[N:20](S(C3C=CC(C)=CC=3)(=O)=O)[CH:19]=2)[N:12]=1)[C:6]([CH3:9])([CH3:8])[CH3:7].C[O-].[Na+].C([O-])(O)=O.[Na+]>CCOC(C)=O>[F:40][C:2]([F:1])([F:39])[CH:3]([OH:38])[CH2:4][C@@H:5]([NH:10][C:11]1[C:16]([F:17])=[CH:15][N:14]=[C:13]([C:18]2[C:26]3[C:21](=[N:22][CH:23]=[C:24]([F:27])[CH:25]=3)[NH:20][CH:19]=2)[N:12]=1)[C:6]([CH3:7])([CH3:8])[CH3:9] |f:1.2,3.4|. Reported procedure: To a solution of (4R)-1,1,1-trifluoro-4-((5-fluoro-2-(5-fluoro-1-tosyl-1H-pyrrolo[2,3-b]pyridin-3-yl)pyrimidin-4-yl)amino)-5,5-dimethylhexan-2-ol, 182a, (0.053 g, 0.091 mmol) was added NaOMe (0.019 g of 25% solution in MeOH, 0.091 mmol). The reaction mixture was stirred at room temperature for 5 minutes. The reaction mixture was diluted into EtOAc and aqueous saturated NaHCO3 solution. The organic phase was dried over MgSO4, filtered and concentrated in vacuo. The crude residue was purified by s... Run in O1CCOCC1 (1,4-dioxane). The reactants are C1(=CC=CC2=CC=CC=C12)[C@@H](C)N(C(OC(C)(C)C)=O)CC1CNC(CO1)=O (tert-Butyl ((R)-1-(naphthalen-1-yl)ethyl)((5-oxomorpholin-2-yl)methyl)carbamate), IC1=CC=CC=C1 (iodobenzene), P(=O)([O-])([O-])[O-].[K+].[K+].[K+] (potassium phosphate), N,N′-dimethylaminoethane. Yields the product C(C)(C)(C)OC(N(CC1CN(C(CO1)=O)C1=CC=CC=C1)[C@H](C)C1=CC=CC2=CC=CC=C12)=O (tert-Butyl-((R)-1-(naphthalen-1-yl)ethyl)((5-oxo-4-phenylmorpholin-2-yl) methyl)carbamate). The reagents and catalysts are [Cu](I)I (copper iodide). RXN SMILES: [C:1]1([C@H:11]([N:13]([CH2:21][CH:22]2[O:27][CH2:26][C:25](=[O:28])[NH:24][CH2:23]2)[C:14](=[O:20])[O:15][C:16]([CH3:19])([CH3:18])[CH3:17])[CH3:12])[C:10]2[C:5](=[CH:6][CH:7]=[CH:8][CH:9]=2)[CH:4]=[CH:3][CH:2]=1.I[C:30]1[CH:35]=[CH:34][CH:33]=[CH:32][CH:31]=1.P([O-])([O-])([O-])=O.[K+].[K+].[K+]>O1CCOCC1.[Cu](I)I>[C:16]([O:15][C:14](=[O:20])[N:13]([C@@H:11]([C:1]1[C:10]2[C:5](=[CH:6][CH:7]=[CH:8][CH:9]=2)[CH:4]=[CH:3][CH:2]=1)[CH3:12])[CH2:21][CH:22]1[O:27][CH2:26][C:25](=[O:28])[N:24]([C:30]2[CH:35]=[CH:34][CH:33]=[CH:32][CH:31]=2)[CH2:23]1)([CH3:17])([CH3:19])[CH3:18] |f:2.3.4.5|. Yield: 104.4%. Procedure details: tert-Butyl ((R)-1-(naphthalen-1-yl)ethyl)((5-oxomorpholin-2-yl)methyl)carbamate (300 mg, 0.78 mmol) (Intermediate-9), iodobenzene (104 μL, 0.93 mmol), potassium phosphate (330 mg, 1.56 mmol), copper iodide (14.8 mg, 0.078 mmol) and N,N′-dimethylaminoethane (17 μL, 0.15 mmol) were added in 1,4-dioxane. The reaction mixture was heated to 110° C. and further stirred overnight at the same temperature. After reaction completion the reaction mixture was concentrated and the residue was purified throug... Run at temperature 110 celsius.